This data is from the Open Reaction Database (ORD), a public repository of structured organic reaction records. The task is: describe an organic reaction: reactants, conditions, products, and yield The reactants are CC(=O)COc1c([N+](=O)[O-])ccc(F)c1C(C)=O, CCO, [H][H]. Product: CC(=O)c1c(F)ccc2c1OCC(C)N2. As a reaction SMILES: [C:1]([CH3:2])(=[O:3])[c:4]1[c:5]([O:6][CH2:7][C:8]([CH3:9])=[O:18])[c:11]([N+:16]([O-:10])=[O:17])[cH:12][cH:13][c:14]1[F:15].[CH3:21][CH2:22][OH:23].[H:19][H:20]>>[C:1]([CH3:2])(=[O:3])[c:4]1[c:5]2[c:11]([cH:12][cH:13][c:14]1[F:15])[NH:16][CH:8]([CH3:9])[CH2:7][O:6]2. The reactants are C[O-], CO, NCc1ccc(Cl)cc1, [Na+], CCOC(=O)c1cn(C)c2c(C)c(CO)sc2c1=O. Product: Cc1c(CO)sc2c(=O)c(C(=O)NCc3ccc(Cl)cc3)cn(C)c12. Reaction SMILES: [CH3:29][O-:30].[CH3:32][OH:33].[Cl:20][c:21]1[cH:22][cH:23][c:24]([CH2:25][NH2:26])[cH:27][cH:28]1.[Na+:31].[OH:1][CH2:2][c:3]1[c:4]([CH3:19])[c:5]2[n:6]([CH3:18])[cH:7][c:8]([C:13]([O:15][CH2:14][CH3:16])=[O:17])[c:9](=[O:12])[c:10]2[s:11]1>>[OH:1][CH2:2][c:3]1[c:4]([CH3:19])[c:5]2[n:6]([CH3:18])[cH:7][c:8]([C:13](=[O:15])[NH:26][CH2:25][c:24]3[cH:23][cH:22][c:21]([Cl:20])[cH:28][cH:27]3)[c:9](=[O:12])[c:10]2[s:11]1. The reactants are C=CCC(CC=C)CO[SiH2]c1ccc(C#CC(C)(O)CC(C)C)cc1, Cc1ccccc1, ClCCl, [Na+], [OH-]. The product is C#Cc1ccc([SiH2]OCC(CC=C)CC=C)cc1. Reaction SMILES: [CH2:8]([CH:9]=[CH2:10])[CH:11]([CH2:12][O:13][SiH2:14][c:15]1[cH:16][cH:17][c:18]([C:21]#[C:22][C:23]([CH3:24])([OH:25])[CH2:26][CH:27]([CH3:28])[CH3:29])[cH:19][cH:20]1)[CH2:30][CH:31]=[CH2:32].[CH3:1][c:2]1[cH:3][cH:4][cH:5][cH:6][cH:7]1.[Cl:35][CH2:36][Cl:37].[Na+:34].[OH-:33]>>[CH2:8]([CH:9]=[CH2:10])[CH:11]([CH2:12][O:13][SiH2:14][c:15]1[cH:16][cH:17][c:18]([C:21]#[CH:22])[cH:19][cH:20]1)[CH2:30][CH:31]=[CH2:32]. Starting materials: C[Si](C)(C)CCOCn1cc(C(=O)NC(C(=O)N2CC(C#N)C2)C2CC2)c2nc(Br)cnc21, O=C([O-])[O-], O=C([O-])O, C1COCCO1, CCOC(C)=O, ClCCl, OB(O)c1ccc(C(F)(F)F)cc1, [K+], [K+], [Na+], O. Yields the product C[Si](C)(C)CCOCn1cc(C(=O)NC(C(=O)N2CC(C#N)C2)C2CC2)c2nc(-c3ccc(C(F)(F)F)cc3)cnc21. Reaction SMILES: [C:1](#[N:2])[CH:3]1[CH2:4][N:5]([C:7]([CH:8]([CH:9]2[CH2:10][CH2:11]2)[NH:12][C:13](=[O:14])[c:15]2[cH:16][n:17]([CH2:25][O:26][CH2:27][CH2:28][Si:29]([CH3:30])([CH3:31])[CH3:32])[c:18]3[n:19][cH:20][c:21]([Br:24])[n:22][c:23]23)=[O:33])[CH2:6]1.[C:50](=[O:51])([O-:52])[O-:53].[C:56](=[O:57])([OH:58])[O-:59].[CH2:61]1[O:62][CH2:63][CH2:64][O:65][CH2:66]1.[CH3:68][CH2:69][O:70][C:71](=[O:72])[CH3:73].[Cl:47][CH2:48][Cl:49].[F:34][C:35]([c:36]1[cH:37][cH:38][c:39]([B:42]([OH:43])[OH:44])[cH:40][cH:41]1)([F:45])[F:46].[K+:54].[K+:55].[Na+:60].[OH2:67]>>[C:1](#[N:2])[CH:3]1[CH2:4][N:5]([C:7]([CH:8]([CH:9]2[CH2:10][CH2:11]2)[NH:12][C:13](=[O:14])[c:15]2[cH:16][n:17]([CH2:25][O:26][CH2:27][CH2:28][Si:29]([CH3:30])([CH3:31])[CH3:32])[c:18]3[n:19][cH:20][c:21](-[c:39]4[cH:38][cH:37][c:36]([C:35]([F:34])([F:45])[F:46])[cH:41][cH:40]4)[n:22][c:23]23)=[O:33])[CH2:6]1. Reactants: N(=NC(C#N)(C)C)C(C#N)(C)C (2,2′-azobisisobutyronitrile), C(C)C=1C(=O)NC(C1)=O (Ethyl maleimide), C12C(CC(C=C1)CC2)C(=O)OC(C)(C)C (t-butyl bicyclo[2,2,2]oct-5-ene-2-carboxylate), C12C(CC(C=C1)C2)C(=O)OCCCO (3-hydroxypropyl 5-norbornene-2-carboxylate). The solvent is O1CCCC1 (tetrahydrofuran). Yields the product C(C)C=1C(=O)NC(C1)=O.C12C(CC(C=C1)CC2)C(=O)OC(C)(C)C.C12C(CC(C=C1)C2)C(=O)OCCCO (ethyl maleimide t-butyl bicyclo[2,2,2]oct-5-ene-2-carboxylate 3-hydroxypropyl 5-norbornene-2-carboxylate). The yield is 83.0%. RXN SMILES: [CH2:1]([C:3]1[C:4]([NH:6][C:7](=[O:9])[CH:8]=1)=[O:5])[CH3:2].[CH:10]12[CH2:17][CH2:16][CH:13]([CH:14]=[CH:15]1)[CH2:12][CH:11]2[C:18]([O:20][C:21]([CH3:24])([CH3:23])[CH3:22])=[O:19].[CH:25]12[CH2:31][CH:28]([CH:29]=[CH:30]1)[CH2:27][CH:26]2[C:32]([O:34][CH2:35][CH2:36][CH2:37][OH:38])=[O:33].N(C(C)(C)C#N)=NC(C)(C)C#N>O1CCCC1>[CH2:1]([C:3]1[C:4]([NH:6][C:7](=[O:9])[CH:8]=1)=[O:5])[CH3:2].[CH:10]12[CH2:17][CH2:16][CH:13]([CH:14]=[CH:15]1)[CH2:12][CH:11]2[C:18]([O:20][C:21]([CH3:24])([CH3:23])[CH3:22])=[O:19].[CH:25]12[CH2:31][CH:28]([CH:29]=[CH:30]1)[CH2:27][CH:26]2[C:32]([O:34][CH2:35][CH2:36][CH2:37][OH:38])=[O:33] |f:5.6.7|. Procedure: Ethyl maleimide (1 mol.), t-butyl bicyclo[2,2,2]oct-5-ene-2-carboxylate (0.5 mol.) and 3-hydroxypropyl 5-norbornene-2-carboxylate (0.5 mol) were dissolved in 50 g to 300 g of tetrahydrofuran (THF), 2 g to 15 g of 2,2′-azobisisobutyronitrile (AIBN) was added thereto, and the resulting solution was reacted at a temperature between 60° C. and 70° C. in a nitrogen atmosphere for 10 hours. After a high molecular weight was achieved by the reaction, the resultant product was precipitated in an ethyl e... The reactants are COC1=CC=C(CN(C2=NC(=NC(=N2)C)C=2C=C(C=NC2NC=2C=NC(=C(C2)F)OC)CN2CCN(CC2)C(=O)N(C)C)CC2=CC=C(C=C2)OC)C=C1 (4-((5-(4-(bis(4-methoxybenzyl)amino)-6-methyl-1,3,5-triazin-2-yl)-6-(5-fluoro-6-methoxypyridin-3-ylamino)pyridin-3-yl)methyl)-N,N-dimethylpiperazine-1-carboxamide), C(=O)(C(F)(F)F)O (TFA), CS(=O)(=O)O (methanesulfonic acid). Conditions: temperature 85 celsius. Yields the product NC1=NC(=NC(=N1)C)C=1C=C(C=NC1NC=1C=NC(=C(C1)F)OC)CN1CCN(CC1)C(=O)N(C)C (4-((5-(4-amino-6-methyl-1,3,5-triazin-2-yl)-6-(5-fluoro-6-methoxypyridin-3-ylamino)pyridin-3-yl)methyl)-N,N-dimethylpiperazine-1-carboxamide). The yield is 36.7%. RXN SMILES: COC1C=CC(C[N:8](CC2C=CC(OC)=CC=2)[C:9]2[N:14]=[C:13]([CH3:15])[N:12]=[C:11]([C:16]3[CH:17]=[C:18]([CH2:32][N:33]4[CH2:38][CH2:37][N:36]([C:39]([N:41]([CH3:43])[CH3:42])=[O:40])[CH2:35][CH2:34]4)[CH:19]=[N:20][C:21]=3[NH:22][C:23]3[CH:24]=[N:25][C:26]([O:30][CH3:31])=[C:27]([F:29])[CH:28]=3)[N:10]=2)=CC=1.C(O)(C(F)(F)F)=O.CS(O)(=O)=O>>[NH2:8][C:9]1[N:14]=[C:13]([CH3:15])[N:12]=[C:11]([C:16]2[CH:17]=[C:18]([CH2:32][N:33]3[CH2:38][CH2:37][N:36]([C:39]([N:41]([CH3:43])[CH3:42])=[O:40])[CH2:35][CH2:34]3)[CH:19]=[N:20][C:21]=2[NH:22][C:23]2[CH:24]=[N:25][C:26]([O:30][CH3:31])=[C:27]([F:29])[CH:28]=2)[N:10]=1. Procedure details: A stirred mixture of 4-((5-(4-(bis(4-methoxybenzyl)amino)-6-methyl-1,3,5-triazin-2-yl)-6-(5-fluoro-6-methoxypyridin-3-ylamino)pyridin-3-yl)methyl)-N,N-dimethylpiperazine-1-carboxamide (0.3555 g, 0.482 mmol) in TFA (1.859 mL, 24.12 mmol) was treated with methanesulfonic acid (0.031 mL, 0.482 mmol) and the solution was heated at 85° C. overnight. After cooling, the residue was carefully concentrated and diluted with 5% MeOH/DCM w/NH3. The solution was concentrated with SiO2 and chromatographed thr... Reaction conditions: temperature 110 celsius, time 30 minute. Reaction SMILES: [C:1]1([C:7]2[N:8]([C:17]3[CH:22]=[CH:21][CH:20]=[CH:19][CH:18]=3)[C:9]3[N:10]=[CH:11][NH:12][C:13](=O)[C:14]=3[N:15]=2)[CH:6]=[CH:5][CH:4]=[CH:3][CH:2]=1.O=P(Cl)(Cl)[Cl:25]>>[Cl:25][C:13]1[N:12]=[CH:11][N:10]=[C:9]2[C:14]=1[N:15]=[C:7]([C:1]1[CH:6]=[CH:5][CH:4]=[CH:3][CH:2]=1)[N:8]2[C:17]1[CH:22]=[CH:21][CH:20]=[CH:19][CH:18]=1. Product: ClC1=C2N=C(N(C2=NC=N1)C1=CC=CC=C1)C1=CC=CC=C1 (6-chloro-8,9-diphenyl-9H-purine). Reported procedure: 8,9-diphenyl-1H-purin-6(9H)-one obtained in step 3 (22.3 g, 77.4 mmol) was dissolved in POCl3 (70 ml) at 0° C. and the reaction mixture was heated to reflux at 110° C. overnight. After cooled to room temperature, ice-water was added to the resulting reaction mixture and stirred for 30 min at room temperature. The resulting mixture was filtered with water. The collected solid was dried under reduced pressure to obtain the title compound (20 g, 84%) as beige solid. The reactants are C1(=CC=CC=C1)C=1N(C=2N=CNC(C2N1)=O)C1=CC=CC=C1 (8,9-diphenyl-1H-purin-6(9H)-one), O=P(Cl)(Cl)Cl (POCl3), ice water. Yield: 84.0%. Starting materials: CC(C)(C)ON, ClCCCl, ClCCCl, CCN(C(C)C)C(C)C, ClCCl, Cl, Cl, Cc1cc(S(=O)(=O)NC(C(=O)O)C(C)C)ccc1F. Yields the product Cc1cc(S(=O)(=O)NC(C(=O)NOC(C)(C)C)C(C)C)ccc1F. RXN SMILES: [C:30]([CH3:31])([CH3:32])([CH3:33])[O:34][NH2:35].[CH2:36]([Cl:37])[CH2:38][Cl:39].[CH2:41]([Cl:42])[CH2:43][Cl:44].[CH:20]([N:21]([CH2:22][CH3:23])[CH:24]([CH3:25])[CH3:26])([CH3:27])[CH3:28].[Cl:45][CH2:46][Cl:47].[ClH:29].[ClH:40].[F:1][c:2]1[c:3]([CH3:19])[cH:4][c:5]([S:8](=[O:9])(=[O:10])[NH:11][CH:12]([C:13](=[O:14])[OH:15])[CH:16]([CH3:17])[CH3:18])[cH:6][cH:7]1>>[F:1][c:2]1[c:3]([CH3:19])[cH:4][c:5]([S:8](=[O:9])(=[O:10])[NH:11][CH:12]([C:13](=[O:15])[NH:35][O:34][C:30]([CH3:31])([CH3:32])[CH3:33])[CH:16]([CH3:17])[CH3:18])[cH:6][cH:7]1. Starting materials: C([O-])([O-])=O.[Cs+].[Cs+] (caesium carbonate), ClC1=CC=2N(C=C1)C(=CN2)C2=CC(=CC=C2)C=2C=NC=CC2 (7-Chloro-3-[3-(pyridin-3-yl)phenyl]imidazo[1,2-α]pyridine), O1C=C(C=C1)B(O)O (3-furanboronic acid). Reagents/catalysts: C=1C=CC(=CC1)/C=C/C(=O)/C=C/C2=CC=CC=C2.C=1C=CC(=CC1)/C=C/C(=O)/C=C/C2=CC=CC=C2.C=1C=CC(=CC1)/C=C/C(=O)/C=C/C2=CC=CC=C2.[Pd].[Pd] (Tris(dibenzylideneacetone)dipalladium(0)), C(C)(C)(C)P(C(C)(C)C)C(C)(C)C (tri-tert-butylphosphine). The solvent is O1CCOCC1 (1,4-dioxane). Conditions: temperature 90 celsius. The product is N (ammonia), O1C=C(C=C1)C1=CC=2N(C=C1)C(=CN2)C2=CC(=CC=C2)C=2C=NC=CC2 (7-(Furan-3-yl)-3-[3-(pyridin-3-yl)phenyl]imidazo[1,2-α]pyridine). Isolated yield 37.0%. As a reaction SMILES: Cl[C:2]1[CH:7]=[CH:6][N:5]2[C:8]([C:11]3[CH:16]=[CH:15][CH:14]=[C:13]([C:17]4[CH:18]=[N:19][CH:20]=[CH:21][CH:22]=4)[CH:12]=3)=[CH:9][N:10]=[C:4]2[CH:3]=1.[O:23]1[CH:27]=[CH:26][C:25](B(O)O)=[CH:24]1.C(=O)([O-])[O-].[Cs+].[Cs+]>O1CCOCC1.C1C=CC(/C=C/C(/C=C/C2C=CC=CC=2)=O)=CC=1.C1C=CC(/C=C/C(/C=C/C2C=CC=CC=2)=O)=CC=1.C1C=CC(/C=C/C(/C=C/C2C=CC=CC=2)=O)=CC=1.[Pd].[Pd].C(P(C(C)(C)C)C(C)(C)C)(C)(C)C>[NH3:5].[O:23]1[CH:27]=[CH:26][C:25]([C:2]2[CH:7]=[CH:6][N:5]3[C:8]([C:11]4[CH:16]=[CH:15][CH:14]=[C:13]([C:17]5[CH:18]=[N:19][CH:20]=[CH:21][CH:22]=5)[CH:12]=4)=[CH:9][N:10]=[C:4]3[CH:3]=2)=[CH:24]1 |f:2.3.4,6.7.8.9.10|. Procedure: 7-Chloro-3-[3-(pyridin-3-yl)phenyl]imidazo[1,2-α]pyridine (0.27 g, 0.88 mmol), 3-furanboronic acid (0.15 g, 1.33 mmol and caesium carbonate (0.58 g, 1.77 mmol) were suspended in 1,4-dioxane (5 ml) under an atmosphere of nitrogen. Tris(dibenzylideneacetone)dipalladium(0) (12 mg, 0.015 mmol) and tri-tert-butylphosphine (6.5 mg, 0.032 mmol) were then added and the mixture heated at 90° C. for 24 h. The mixture was cooled and partitioned between dichloromethane and water. The organic layer was washe...